From a dataset of the Open Reaction Database (ORD), a public repository of structured organic reaction records. describe an organic reaction: reactants, conditions, products, and yield The reactants are O=C(Cl)C(=O)Cl, COC(C)(C)C, CN(C)C=O, ClC(Cl)Cl, Oc1ccnc2ccsc12. The product is Clc1ccnc2ccsc12. RXN SMILES: [C:20]([Cl:21])(=[O:22])[C:23]([Cl:24])=[O:25].[C:26]([O:27][CH3:28])([CH3:29])([CH3:30])[CH3:31].[CH3:15][N:16]([CH3:17])[CH:18]=[O:19].[CH:11]([Cl:12])([Cl:13])[Cl:14].[s:1]1[cH:2][cH:3][c:4]2[n:5][cH:6][cH:7][c:8]([OH:10])[c:9]12>>[s:1]1[cH:2][cH:3][c:4]2[n:5][cH:6][cH:7][c:8]([Cl:12])[c:9]12. Starting materials: CCCc1c(-c2nc(-c3ccc(C(O)CBr)cc3)no2)noc1-c1ccccc1, C1CCC2=NCCCN2CC1, CS(C)=O, O=C(O)C1CCNC1. Yields the product CCCc1c(-c2nc(-c3ccc(C(O)CN4CCC(C(=O)O)C4)cc3)no2)noc1-c1ccccc1. As a reaction SMILES: [Br:1][CH2:2][CH:3]([OH:4])[c:5]1[cH:6][cH:7][c:8](-[c:11]2[n:12][o:13][c:14](-[c:16]3[n:17][o:18][c:19](-[c:24]4[cH:25][cH:26][cH:27][cH:28][cH:29]4)[c:20]3[CH2:21][CH2:22][CH3:23])[n:15]2)[cH:9][cH:10]1.[CH2:38]1[CH2:39][CH2:40][C:41]2=[N:46][CH2:45][CH2:44][CH2:43][N:42]2[CH2:47][CH2:48]1.[CH3:49][S:50]([CH3:51])=[O:52].[NH:30]1[CH2:31][CH:32]([C:35](=[O:36])[OH:37])[CH2:33][CH2:34]1>>[CH2:2]([CH:3]([OH:4])[c:5]1[cH:6][cH:7][c:8](-[c:11]2[n:12][o:13][c:14](-[c:16]3[n:17][o:18][c:19](-[c:24]4[cH:25][cH:26][cH:27][cH:28][cH:29]4)[c:20]3[CH2:21][CH2:22][CH3:23])[n:15]2)[cH:9][cH:10]1)[N:30]1[CH2:31][CH:32]([C:35](=[O:36])[OH:37])[CH2:33][CH2:34]1. Starting materials: O=C(CBr)OCc1ccccc1, CN(C)C=O, [H-], [Na+], COC(=O)c1cc(O)cc(O)c1. The product is COC(=O)c1cc(O)cc(OCC(=O)OCc2ccccc2)c1. RXN SMILES: [Br:15][CH2:16][C:17](=[O:18])[O:19][CH2:20][c:21]1[cH:22][cH:23][cH:24][cH:25][cH:26]1.[CH3:27][N:28]([CH3:29])[CH:30]=[O:31].[H-:13].[Na+:14].[OH:1][c:2]1[cH:3][c:4]([C:5](=[O:6])[O:7][CH3:8])[cH:9][c:10]([OH:12])[cH:11]1>>[O:1]([c:2]1[cH:3][c:4]([C:5](=[O:6])[O:7][CH3:8])[cH:9][c:10]([OH:12])[cH:11]1)[CH2:16][C:17](=[O:18])[O:19][CH2:20][c:21]1[cH:22][cH:23][cH:24][cH:25][cH:26]1. Reactants: FC1=CC=C(C=C1)C1=NN2C(C=CC=C2)=C1C(C)=O (2-(4-fluorophenyl)-3-acetylpyrazolo[1,5-a]pyridine), COC(N(C)C)OC (N,N-dimethylformamide dimethyl acetal). Yields the product FC1=CC=C(C=C1)C1=NN2C(C=CC=C2)=C1C(C=CN(C)C)=O (2-(4-Fluorophenyl)-3-(3-(dimethylamino)-2-propenoyl)pyrazolo[1,5-a]pyridine). RXN SMILES: [F:1][C:2]1[CH:7]=[CH:6][C:5]([C:8]2[C:16]([C:17](=[O:19])[CH3:18])=[C:11]3[CH:12]=[CH:13][CH:14]=[CH:15][N:10]3[N:9]=2)=[CH:4][CH:3]=1.CO[CH:22](OC)[N:23]([CH3:25])[CH3:24]>>[F:1][C:2]1[CH:7]=[CH:6][C:5]([C:8]2[C:16]([C:17](=[O:19])[CH:18]=[CH:22][N:23]([CH3:25])[CH3:24])=[C:11]3[CH:12]=[CH:13][CH:14]=[CH:15][N:10]3[N:9]=2)=[CH:4][CH:3]=1. Procedure details: A mixture of 2-(4-fluorophenyl)-3-acetylpyrazolo[1,5-a]pyridine (1.0 g, 3.93 mmol) in N,N-dimethylformamide dimethyl acetal (10 mL) was stirred and heated at reflux for 17 h. The mixture was cooled to room temperature and the volatiles evaporated under reduced pressure. The residue was purified by silica gel chromatography (eluded with 1% MeOH/CH2Cl2) to afford the title compound as an orange solid, 0.830 g (68%). 1H NMR (CDCl3) 88.50 (d, 1H, J=6.9 Hz), 8.39 (d, 1H, J=9.0 Hz), 7.83 (d, 2H, J=12.... Reactants: CC(=O)Nc1ncc(Sc2ccc([N+](=O)[O-])cc2)s1, CC(=O)O, Cl. The product is Nc1ncc(Sc2ccc([N+](=O)[O-])cc2)s1. RXN SMILES: [C:1](=[O:2])([CH3:3])[NH:4][c:5]1[s:6][c:7]([S:10][c:11]2[cH:12][cH:13][c:14]([N+:17](=[O:18])[O-:19])[cH:15][cH:16]2)[cH:8][n:9]1.[CH3:21][C:22](=[O:23])[OH:24].[ClH:20]>>[NH2:4][c:5]1[s:6][c:7]([S:10][c:11]2[cH:12][cH:13][c:14]([N+:17](=[O:18])[O-:19])[cH:15][cH:16]2)[cH:8][n:9]1. Reactants: C(CCC)[Sn](C=1OC=CN1)(CCCC)CCCC (2-(tri-n-butylstannyl)oxazole), BrC=1N(C(=CC1)C1=CC(=CC(=C1)OC1=CC=C(C=C1)S(=O)(=O)C)O[C@H](COC)C)C(=O)OC(C)(C)C (t-Butyl 2-bromo-5-{3-[(1S)-2-methoxy-1-methylethoxy]-5-[4-(methylsulfonyl)phenoxy]phenyl}-1H-pyrrole-1-carboxylate), O (water). The reagents and catalysts are [Pd].C1(=CC=CC=C1)P(C1=CC=CC=C1)C1=CC=CC=C1.C1(=CC=CC=C1)P(C1=CC=CC=C1)C1=CC=CC=C1.C1(=CC=CC=C1)P(C1=CC=CC=C1)C1=CC=CC=C1.C1(=CC=CC=C1)P(C1=CC=CC=C1)C1=CC=CC=C1 (tetrakis(triphenylphosphine) palladium). Solvent: C1(=CC=CC=C1)C (toluene). Yields the product COC[C@@H](OC=1C=C(C=C(C1)OC1=CC=C(C=C1)S(=O)(=O)C)C=1N(C(=CC1)C=1OC=CN1)C(=O)OC(C)(C)C)C (t-butyl 2-{3-[(1S)-2-methoxy-1-methylethoxy]-5-[4-(methylsulfonyl)phenoxy]phenyl}-5-(1,3-oxazol-2-yl)-1H-pyrrole-1-carboxylate). RXN SMILES: Br[C:2]1[N:3]([C:30]([O:32][C:33]([CH3:36])([CH3:35])[CH3:34])=[O:31])[C:4]([C:7]2[CH:12]=[C:11]([O:13][C:14]3[CH:19]=[CH:18][C:17]([S:20]([CH3:23])(=[O:22])=[O:21])=[CH:16][CH:15]=3)[CH:10]=[C:9]([O:24][C@@H:25]([CH3:29])[CH2:26][O:27][CH3:28])[CH:8]=2)=[CH:5][CH:6]=1.C([Sn](CCCC)(CCCC)[C:42]1[O:43][CH:44]=[CH:45][N:46]=1)CCC.O>C1(C)C=CC=CC=1.[Pd].C1(P(C2C=CC=CC=2)C2C=CC=CC=2)C=CC=CC=1.C1(P(C2C=CC=CC=2)C2C=CC=CC=2)C=CC=CC=1.C1(P(C2C=CC=CC=2)C2C=CC=CC=2)C=CC=CC=1.C1(P(C2C=CC=CC=2)C2C=CC=CC=2)C=CC=CC=1>[CH3:28][O:27][CH2:26][C@H:25]([CH3:29])[O:24][C:9]1[CH:8]=[C:7]([C:4]2[N:3]([C:30]([O:32][C:33]([CH3:36])([CH3:35])[CH3:34])=[O:31])[C:2]([C:42]3[O:43][CH:44]=[CH:45][N:46]=3)=[CH:6][CH:5]=2)[CH:12]=[C:11]([O:13][C:14]2[CH:19]=[CH:18][C:17]([S:20]([CH3:23])(=[O:22])=[O:21])=[CH:16][CH:15]=2)[CH:10]=1 |f:4.5.6.7.8|. Procedure details: t-Butyl 2-bromo-5-{3-[(1S)-2-methoxy-1-methylethoxy]-5-[4-(methylsulfonyl)phenoxy]phenyl}-1H-pyrrole-1-carboxylate (102.9 mg, 0.177 mmol) synthesized in Example (13c) was dissolved in toluene (5 mL), and 2-(tri-n-butylstannyl)oxazole (133.7 mg, 0.373 mmol) and tetrakis(triphenylphosphine) palladium (20.5 mg, 0.0177 mmol) was added, followed by heating to reflux for 18 hours under nitrogen atmosphere. The reaction solution was cooled to room temperature, water (20 mL) was added thereto, and extra... Reactants: C(C)(C)(C)OC(=O)N1[C@@H](CCC1)[C@@H]([C@H](C(=O)O)C)OC ((2R,3R)-3-[(2S)-1-(tert-butoxycarbonyl)pyrrolidin-2-yl]-3-methoxy-2-methylpropanoic acid), Cl (HCl), C1=CC=CC=2C3=CC=CC=C3C(C12)COC(=O)ON1C(CCC1=O)=O (1-{[(9H-fluoren-9-ylmethoxy)carbonyl]oxy}pyrrolidine-2,5-dione), CO (methanol). Solvent: O1CCOCC1 (dioxane), O1CCOCC1 (dioxane), COCCOC (DME). Conditions: time 3 hour. Product: C1=CC=CC=2C3=CC=CC=C3C(C12)COC(=O)N1[C@@H](CCC1)[C@@H]([C@H](C(=O)O)C)OC ((2R,3R)-3-{(2S)-1-[(9H-fluoren-9-ylmethoxy)carbonyl]pyrrolidin-2-yl}-3-methoxy-2-methylpropanoic acid). As a reaction SMILES: [C:1]([O:5][C:6]([N:8]1[CH2:12][CH2:11][CH2:10][C@H:9]1[C@H:13]([O:19][CH3:20])[C@@H:14]([CH3:18])[C:15]([OH:17])=[O:16])=[O:7])([CH3:4])(C)C.Cl.[CH:22]1[C:34]2C(COC(ON3C(=O)CCC3=O)=O)[C:32]3[C:27](=[CH:28][CH:29]=[CH:30][CH:31]=3)[C:26]=2[CH:25]=[CH:24][CH:23]=1.CO>O1CCOCC1.COCCOC>[CH:31]1[C:32]2[CH:4]([CH2:1][O:5][C:6]([N:8]3[CH2:12][CH2:11][CH2:10][C@H:9]3[C@H:13]([O:19][CH3:20])[C@@H:14]([CH3:18])[C:15]([OH:17])=[O:16])=[O:7])[C:34]3[C:26](=[CH:25][CH:24]=[CH:23][CH:22]=3)[C:27]=2[CH:28]=[CH:29][CH:30]=1. Reported procedure: To a stirring solution of #11 (2.4 g, 8.4 mmol, 1.0 eq.) in 10 mL of dioxane under nitrogen, 4M HCl in dioxane (20 mL, 80 mM, 10 eq.) was added. The reaction was allowed to stir at room temperature for 3 hours before being concentrated in vacuo and placed underneath high vacuum. Crude material was then dissolved with 30 mL of 10% Na2CO3. This solution was then added to a stirring solution of 1-{[(9H-fluoren-9-ylmethoxy)carbonyl]oxy}pyrrolidine-2,5-dione (2.96 g, 8.77 mmol, 1.05 eq.) in 30 mL of ... Reactants: BrC=1SC2=C(N=C(N=C2Cl)SCC2=CC=CC=C2)N1 (2-Bromo-7-chloro-5-[(phenylmethyl)thio]thiazolo[4,5-d]pyrimidine), O(C1=CC=CC=C1)CCN (2-phenoxyethylamine). Product: ClC=1C2=C(N=C(N1)SCC1=CC=CC=C1)N=C(S2)NCCOC2=CC=CC=C2 (7-Chloro-N-(2-phenoxyethyl)-5-[(phenylmethyl)thio]-thiazolo[4,5-d]pyrimidin-2-amine). Reaction SMILES: Br[C:2]1[S:3][C:4]2[C:9]([Cl:10])=[N:8][C:7]([S:11][CH2:12][C:13]3[CH:18]=[CH:17][CH:16]=[CH:15][CH:14]=3)=[N:6][C:5]=2[N:19]=1.[O:20]([CH2:27][CH2:28][NH2:29])[C:21]1[CH:26]=[CH:25][CH:24]=[CH:23][CH:22]=1>>[Cl:10][C:9]1[C:4]2[S:3][C:2]([NH:29][CH2:28][CH2:27][O:20][C:21]3[CH:26]=[CH:25][CH:24]=[CH:23][CH:22]=3)=[N:19][C:5]=2[N:6]=[C:7]([S:11][CH2:12][C:13]2[CH:18]=[CH:17][CH:16]=[CH:15][CH:14]=2)[N:8]=1. Procedure: Prepared by the method of Example 231, using the product of Example 219 and 2-phenoxyethylamine. Starting materials: C1(CCCC1)N1C(N(CC=2C1=NC(=NC2)S(=O)C)C2=C(C(=CC(=C2F)OC)OC)F)=O (1-cyclopentyl-3-(2,6-difluoro-3,5-dimethoxy-phenyl)-7-methylsulfinyl-3,4-dihydro-1H-pyrimido[4,5-d]pyrimidin-2-one), NCCOCCO (2-(2-aminoethoxy)ethanol). Yields the product C1(CCCC1)N1C(N(CC=2C1=NC(=NC2)NCCOCCO)C2=C(C(=CC(=C2F)OC)OC)F)=O (1-Cyclopentyl-3-(2,6-difluoro-3,5-dimethoxy-phenyl)-7-[2-(2-hydroxy-ethoxy)-ethylamino]-3,4-dihydro-1H-pyrimido[4,5-d]pyrimidin-2-one). Yield: 91.3%. RXN SMILES: [CH:1]1([N:6]2[C:11]3=[N:12][C:13](S(C)=O)=[N:14][CH:15]=[C:10]3[CH2:9][N:8]([C:19]3[C:24]([F:25])=[C:23]([O:26][CH3:27])[CH:22]=[C:21]([O:28][CH3:29])[C:20]=3[F:30])[C:7]2=[O:31])[CH2:5][CH2:4][CH2:3][CH2:2]1.[NH2:32][CH2:33][CH2:34][O:35][CH2:36][CH2:37][OH:38]>>[CH:1]1([N:6]2[C:11]3=[N:12][C:13]([NH:32][CH2:33][CH2:34][O:35][CH2:36][CH2:37][OH:38])=[N:14][CH:15]=[C:10]3[CH2:9][N:8]([C:19]3[C:24]([F:25])=[C:23]([O:26][CH3:27])[CH:22]=[C:21]([O:28][CH3:29])[C:20]=3[F:30])[C:7]2=[O:31])[CH2:5][CH2:4][CH2:3][CH2:2]1. Procedure: 1-Cyclopentyl-3-(2,6-difluoro-3,5-dimethoxy-phenyl)-7-[2-(2-hydroxy-ethoxy)-ethylamino]-3,4-dihydro-1H-pyrimido[4,5-d]pyrimidin-2-one was prepared as described in Example 7 using 0.50 g (1.11 mmol) of 1-cyclopentyl-3-(2,6-difluoro-3,5-dimethoxy-phenyl)-7-methylsulfinyl-3,4-dihydro-1H-pyrimido[4,5-d]pyrimidin-2-one and 0.33 mL (3.32 mmol) of 2-(2-aminoethoxy)ethanol. The crude product was purified using medium-pressure chromatography eluting with 20:1 dichloromethane/methanol to give 0.50 g (92%)... Reactants: NC1=C2C=CN(C2=CC=C1)C(C(=O)OC)(CC)C1=CC=C(C=C1)Cl (methyl 2-(4-amino-1H-indol-1-yl)-2-(4-chlorophenyl)butanoate), CC(CCC(C)=O)=O (hexane-2,5-dione), CC1=CC=C(C=C1)S(=O)(=O)O (4-methylbenzenesulfonic acid). Run in C1(=CC=CC=C1)C (toluene). Yields the product ClC1=CC=C(C=C1)C(C(=O)OC)(CC)N1C=CC2=C(C=CC=C12)N1C(=CC=C1C)C (Methyl 2-(4-chlorophenyl)-2-(4-(2,5-dimethyl-1H-pyrrol-1-yl)-1H-indol-1-yl)butanoate). Reaction SMILES: [NH2:1][C:2]1[CH:10]=[CH:9][CH:8]=[C:7]2[C:3]=1[CH:4]=[CH:5][N:6]2[C:11]([C:18]1[CH:23]=[CH:22][C:21]([Cl:24])=[CH:20][CH:19]=1)([CH2:16][CH3:17])[C:12]([O:14][CH3:15])=[O:13].[CH3:25][C:26](=O)[CH2:27][CH2:28][C:29](=O)[CH3:30].CC1C=CC(S(O)(=O)=O)=CC=1>C1(C)C=CC=CC=1>[Cl:24][C:21]1[CH:20]=[CH:19][C:18]([C:11]([N:6]2[C:7]3[C:3](=[C:2]([N:1]4[C:29]([CH3:30])=[CH:28][CH:27]=[C:26]4[CH3:25])[CH:10]=[CH:9][CH:8]=3)[CH:4]=[CH:5]2)([CH2:16][CH3:17])[C:12]([O:14][CH3:15])=[O:13])=[CH:23][CH:22]=1. Procedure: A mixture of methyl 2-(4-amino-1H-indol-1-yl)-2-(4-chlorophenyl)butanoate (140 mg), hexane-2,5-dione (166 mg) and 4-methylbenzenesulfonic acid (3 mg) in toluene (5 mL) was stirred under reflux for 30 min. Concentrated, the residue was purified by chromatography on silica gel column (5-15% ethyl acetate in hexanes) to give the title compound as a yellow solid. LC/MS m/z=421.2 [M+H]+.